Dataset: the Open Reaction Database (ORD), a public repository of structured organic reaction records. Task: describe an organic reaction: reactants, conditions, products, and yield The reactants are FC1=CC=C(C=C1)[C@]1(CCN(C(O1)=O)[C@@H](C)C1=CC=C(C=C1)B1OC(C(O1)(C)C)(C)C)CCCO ((R)-6-(4-fluorophenyl)-6-(3-hydroxypropyl)-3-((S)-1-(4-(4,4,5,5-tetramethyl-1,3,2-dioxaborolan-2-yl)phenyl)ethyl)-1,3-oxazinan-2-one), BrC1=NC(=NC(=C1)C)C (4-bromo-2,6-dimethylpyrimidine). Yields the product CC1=NC(=CC(=N1)C1=CC=C(C=C1)[C@H](C)N1C(O[C@@](CC1)(CCCO)C1=CC=C(C=C1)F)=O)C ((R)-3-((S)-1-(4-(2,6-dimethylpyrimidin-4-yl)phenyl)ethyl)-6-(4-fluorophenyl)-6-(3-hydroxypropyl)-1,3-oxazinan-2-one). Reaction SMILES: [F:1][C:2]1[CH:7]=[CH:6][C:5]([C@:8]2([CH2:32][CH2:33][CH2:34][OH:35])[O:13][C:12](=[O:14])[N:11]([C@H:15]([C:17]3[CH:22]=[CH:21][C:20](B4OC(C)(C)C(C)(C)O4)=[CH:19][CH:18]=3)[CH3:16])[CH2:10][CH2:9]2)=[CH:4][CH:3]=1.Br[C:37]1[CH:42]=[C:41]([CH3:43])[N:40]=[C:39]([CH3:44])[N:38]=1>>[CH3:44][C:39]1[N:38]=[C:37]([C:20]2[CH:19]=[CH:18][C:17]([C@@H:15]([N:11]3[CH2:10][CH2:9][C@@:8]([C:5]4[CH:6]=[CH:7][C:2]([F:1])=[CH:3][CH:4]=4)([CH2:32][CH2:33][CH2:34][OH:35])[O:13][C:12]3=[O:14])[CH3:16])=[CH:22][CH:21]=2)[CH:42]=[C:41]([CH3:43])[N:40]=1. Reported procedure: The title compound was prepared from (R)-6-(4-fluorophenyl)-6-(3-hydroxypropyl)-3-((S)-1-(4-(4,4,5,5-tetramethyl-1,3,2-dioxaborolan-2-yl)phenyl)ethyl)-1,3-oxazinan-2-one and 4-bromo-2,6-dimethylpyrimidine following a procedure analogous to that described in Example 1 Step 2. LC-MS Method 2 tR=1.073, m/z=464.1; 1H NMR (CD3OD) 1.21 (m, 1H), 1.48 (d, 3H), 1.82 (m, 2H), 2.15 (m, 1H), 2.23 (m, 2H), 2.38 (m, 1H), 2.46 (s, 3H), 2.62 (s, 3H), 3.08 (m, 1H), 3.39 (m, 2H), 5.51 (m, 1H), 6.95-7.08 (m, 4H), ... Starting materials: [Na] (sodium), BrC1=CC(=C(C=C1)NCC(=O)N)C#N (2-(4-bromo-2-cyano-phenylamino)acetamide). The solvent is CC(C)O (2-propanol). Conditions: time 14 hour. Product: NC1=C(NC2=CC=C(C=C12)Br)C(=O)N (3-amino-5-bromo-1H-indole-2-carboxylic acid amide). The yield is 8.7%. As a reaction SMILES: [Na].[Br:2][C:3]1[CH:8]=[CH:7][C:6]([NH:9][CH2:10][C:11]([NH2:13])=[O:12])=[C:5]([C:14]#[N:15])[CH:4]=1>CC(O)C>[NH2:15][C:14]1[C:5]2[C:6](=[CH:7][CH:8]=[C:3]([Br:2])[CH:4]=2)[NH:9][C:10]=1[C:11]([NH2:13])=[O:12] |^1:0|. Procedure: 1.4 g (63.0 mmol) sodium was dissolved in 200 ml 2-propanol, thereafter 16.0 g (63.0 mmol) 2-(4-bromo-2-cyano-phenylamino)acetamide was added and the solution was stirred at room temperature for 14 h. Then, the solvent was concentrated and water was added. The resulting precipitate was sucked off and washed with water. 1.4 g (8%) 3-amino-5-bromo-1H-indole-2-carboxylic acid amide was obtained. ESI-MS [m/z]: 254, 256 [M+H]+